From a dataset of the Open Reaction Database (ORD), a public repository of structured organic reaction records. describe an organic reaction: reactants, conditions, products, and yield Starting materials: [OH-].[Na+] (sodium hydroxide), FC(C(=C(OC)F)C(F)(F)F)(F)F (1,1,1,3-tetrafluoro-2-(trifluoromethyl)-4-oxapent-2-ene), C(C)(=O)O.C(=N)N (formamidine acetate). Run in O (water), O (water), ClCCl (dichloromethane). Run at time 30 minute. Product: FC1=NC=NC(=C1C(F)(F)F)OC (4-fluoro-6-methoxy-5-(trifluoromethyl)pyrimidine). As a reaction SMILES: [F:1][C:2](F)(F)[C:3]([C:8]([F:11])([F:10])[F:9])=[C:4](F)[O:5][CH3:6].C(O)(=O)C.[CH:18]([NH2:20])=[NH:19].[OH-].[Na+]>O.ClCCl>[F:1][C:2]1[C:3]([C:8]([F:11])([F:10])[F:9])=[C:4]([O:5][CH3:6])[N:20]=[CH:18][N:19]=1 |f:1.2,3.4|. Reported procedure: To a rapidly stirred mixture of 1,1,1,3-tetrafluoro-2-(trifluoromethyl)-4-oxapent-2-ene (N-1) (10.0 g, 47.15 mmol) and formamidine acetate (7.37 g, 70.73 mmol) in a mixture of water (50 mL) and dichloromethane (50 mL) at 0° C., a solution of sodium hydroxide (7.54 g, 189 mmol) in water (40 mL) is added dropwise and the resulting mixture is stirred for 30 min after complete addition. The dichloromethane layer is separated, washed with 1M aqueous HCl solution and water, dried over Na2SO4 and filte... Starting materials: C1CCC2=NCCCN2CC1 (DBU), CN1C(=NC=C1)C=O (1-methyl-1H-imidazole-2-carbaldehyde), N(=O)C1=CC=CC=C1 (nitrosobenzene). The reagents and catalysts are catalyst. The solvent is ClCCl (dichloromethane). Run at time 10 minute. Yields the product ON(C(=O)C=1N(C=CN1)C)C1=CC=CC=C1 (N-hydroxy-1-methyl-N-phenyl-1H-imidazole-2-carboxamide). Reaction SMILES: C1CCN2C(=NCCC2)CC1.[CH3:12][N:13]1[CH:17]=[CH:16][N:15]=[C:14]1[CH:18]=[O:19].[N:20]([C:22]1[CH:27]=[CH:26][CH:25]=[CH:24][CH:23]=1)=[O:21]>ClCCl>[OH:21][N:20]([C:22]1[CH:27]=[CH:26][CH:25]=[CH:24][CH:23]=1)[C:18]([C:14]1[N:13]([CH3:12])[CH:17]=[CH:16][N:15]=1)=[O:19]. Procedure details: DBU (3.8 mg, 0.025 mmol) was added under argon to a solution of 1-methyl-1H-imidazole-2-carbaldehyde (110 mg, 1 mmol), nitrosobenzene (107 mg, 1 mmol) and catalyst (1.82 mg, 0.005 mmol) in dichloromethane (5 mL). The reaction mixture was stirred at room temperature for 10 min. The solvent was removed under vacuum, and the residue was purified by flash silica gel column chromatography using hexane and ethyl acetate as the eluents. The reactants are Cl (hydrochloric acid), CC1=C(C(=NC(=C1)C1=CC=CC=C1)C1=CC(=CC=C1)[N+](=O)[O-])C(=O)OC (methyl 4-methyl-2-(3-nitrophenyl)-6-phenyl-3-pyridinecarboxylate), [OH-].[Na+] (sodium hydroxide), O1CCOCC1 (dioxane). Solvent: C(Cl)(Cl)Cl (chloroform), O (water), CO (methanol), C(C)(=O)O (acetic acid). Reaction conditions: time 30 minute. The product is CC1=C(C(=NC(=C1)C1=CC=CC=C1)C1=CC(=CC=C1)[N+](=O)[O-])C(=O)O (4-methyl-2-(3-nitrophenyl)-6-phenyl-3-pyridinecarboxylic acid). The yield is 71.5%. As a reaction SMILES: [CH3:1][C:2]1[CH:7]=[C:6]([C:8]2[CH:13]=[CH:12][CH:11]=[CH:10][CH:9]=2)[N:5]=[C:4]([C:14]2[CH:19]=[CH:18][CH:17]=[C:16]([N+:20]([O-:22])=[O:21])[CH:15]=2)[C:3]=1[C:23]([O:25]C)=[O:24].[OH-].[Na+].O1CCOCC1.Cl>C(O)(=O)C.C(Cl)(Cl)Cl.O.CO>[CH3:1][C:2]1[CH:7]=[C:6]([C:8]2[CH:13]=[CH:12][CH:11]=[CH:10][CH:9]=2)[N:5]=[C:4]([C:14]2[CH:19]=[CH:18][CH:17]=[C:16]([N+:20]([O-:22])=[O:21])[CH:15]=2)[C:3]=1[C:23]([OH:25])=[O:24] |f:1.2|. Procedure: A mixture of methyl 4-methyl-2-(3-nitrophenyl)-6-phenyl-3-pyridinecarboxylate (4.08 g), aqueous sodium hydroxide (0.94 g in 10 ml water), dioxane (20 ml) and methanol (80 ml) was refluxed for 14 hours. After allowing to cool to ambient temperature, the reaction mixture was poured into a mixture of water (150 ml) and chloroform (100 ml). The separated aqueous layer was adjusted to pH 2.9 with 10% aqueous hydrochloric acid. To this mixture was added acetic acid (15 ml) and stirred for 30 minutes u... Run in CN(C=O)C (dimethylformamide). As a reaction SMILES: [CH2:1]1[C:7]2[CH:8]=[CH:9][C:10]([S:12]([NH2:15])(=[O:14])=[O:13])=[CH:11][C:6]=2[CH2:5][CH2:4][NH:3][CH2:2]1.[CH2:16]([N:18]=[C:19]=[O:20])[CH3:17]>CN(C)C=O>[CH2:16]([NH:18][C:19]([N:3]1[CH2:2][CH2:1][C:7]2[CH:8]=[CH:9][C:10]([S:12]([NH2:15])(=[O:14])=[O:13])=[CH:11][C:6]=2[CH2:5][CH2:4]1)=[O:20])[CH3:17]. Starting materials: C1CNCCC2=C1C=CC(=C2)S(=O)(=O)N (2,3,4,5-tetrahydro-1H-3-benzazepine-7-sulfonamide), C(C)N=C=O (ethylisocyanate). The product is C(C)NC(=O)N1CCC2=C(CC1)C=CC(=C2)S(=O)(=O)N (3-ethylcarbamoyl-2,3,4,5-tetrahydro-1H-3-benzazepine-7-sulfonamide). Reported procedure: 3.4 G. of 2,3,4,5-tetrahydro-1H-3-benzazepine-7-sulfonamide are dissolved in 50 ml. of dimethylformamide while warming at 60° C. and the solution is then rapidly cooled with an icebath. As soon as a temperature of 20° C. is reached, 1.18 ml. of ethylisocyanate are added dropwise while stirring, and the mixture is subsequently stirred at 25° C. for 0.5 hour. The solution is then concentrated in vacuo on a bath at 80° C. and the crystalline residue is digested with ether. There is obtained 3-ethyl... Starting materials: [K+].N1=CC=C(C=C1)NC1=C(NC2=CC=CC=C12)C(=O)[O-] (3-(4-pyridinylamino)-1H-indole-2-carboxylic acid potassium salt), O (water), ClCN(S(=O)(=O)C1=CC=C(C=C1)C)C (N-chloromethyl-N-methyl-4-methylbenzenesulfonamide), CN(C)C=O (DMF). The solvent is C1CCOC1 (THF), C1CCOC1 (THF). Reaction conditions: temperature 0 celsius, time 20 minute. Yields the product C1(=CC=CC=C1)S(=O)(=O)N(C)COC(=O)C=1NC2=CC=CC=C2C1NC1=CC=NC=C1 (3-(Pyridin-4-ylamino)-1H-indole-2-carboxylic acid (benzenesulfonyl-methyl-amino)-methyl ester). Isolated yield 24.3%. As a reaction SMILES: [K+].[N:2]1[CH:7]=[CH:6][C:5]([NH:8][C:9]2[C:17]3[C:12](=[CH:13][CH:14]=[CH:15][CH:16]=3)[NH:11][C:10]=2[C:18]([O-:20])=[O:19])=[CH:4][CH:3]=1.CN(C=O)C.Cl[CH2:27][N:28]([CH3:39])[S:29]([C:32]1[CH:37]=[CH:36][C:35](C)=[CH:34][CH:33]=1)(=[O:31])=[O:30].O>C1COCC1>[C:32]1([S:29]([N:28]([CH2:39][O:19][C:18]([C:10]2[NH:11][C:12]3[C:17]([C:9]=2[NH:8][C:5]2[CH:6]=[CH:7][N:2]=[CH:3][CH:4]=2)=[CH:16][CH:15]=[CH:14][CH:13]=3)=[O:20])[CH3:27])(=[O:31])=[O:30])[CH:33]=[CH:34][CH:35]=[CH:36][CH:37]=1 |f:0.1|. Procedure: Under N2 at 60° C. dissolve 3-(4-pyridinylamino)-1H-indole-2-carboxylic acid potassium salt (2.2 g, 7.55 mmol) in a mixture of anhydrous THF and DMF (150:40 mL). Cool to 0° C. and add N-chloromethyl-N-methyl-4-methylbenzenesulfonamide (2.0 g, 9.10 mmol) in anhydrous THF (10 mL) dropwise. After 20 min., add water (100 mL) and then extract with dichloromethane (3×100 mL). Combine the organic layers wash with NaHCO3 (sat), water, brine, dry with Na2SO4 and then concentrate. Purify the residue on an... Reactants: BrC=1C(=C(C2=C(C=C(C=C2C1)C1=CC=C(C=C1)OC)Cl)Cl)O (3-bromo-1,8-dichloro-6-(4-methoxyphenyl)-2-naphthol), B(Br)(Br)Br (boron tribromide). The product is BrC=1C(=C(C2=C(C=C(C=C2C1)C1=CC=C(C=C1)O)Cl)Cl)O (3-Bromo-1,8-dichloro-6-(4-hydroxyphenyl)-2-naphthol), light brown solid. Isolated yield 69.0%. RXN SMILES: [Br:1][C:2]1[C:3]([OH:22])=[C:4]([Cl:21])[C:5]2[C:10]([CH:11]=1)=[CH:9][C:8]([C:12]1[CH:17]=[CH:16][C:15]([O:18]C)=[CH:14][CH:13]=1)=[CH:7][C:6]=2[Cl:20].B(Br)(Br)Br>>[Br:1][C:2]1[C:3]([OH:22])=[C:4]([Cl:21])[C:5]2[C:10]([CH:11]=1)=[CH:9][C:8]([C:12]1[CH:13]=[CH:14][C:15]([OH:18])=[CH:16][CH:17]=1)=[CH:7][C:6]=2[Cl:20]. Procedure details: The title compound was prepared by reacting 3-bromo-1,8-dichloro-6-(4-methoxyphenyl)-2-naphthol (0.18 g, 0.45 mmol) with boron tribromide (0.9 mL of 1N solution, 0.9 mmol) according to method D to yield 0.12 g (69%) of a light brown solid. The product was further purified by reverse phase preparative HPLC to yield the title compound as a white solid: mp 184-188° C.; 1H NMR (DMSO-d6): δ 6.89 (2H, d, J=8.59 Hz), 7.65 (2H, d, J=8.61 Hz), 7.95 (1H, d, J=1.78 Hz), 8.13 (1H, d, J=1.75 Hz), 8.37 (1H, s...